This data is from the Open Reaction Database (ORD), a public repository of structured organic reaction records. The task is: describe an organic reaction: reactants, conditions, products, and yield Reactants: C(C1=CC=CC=C1)OC1=C(C=C2C=CNC2=C1)OC (6-benzyloxy-5-methoxyindole), C(C)(C)(C)OC(=O)OC(=O)OC(C)(C)C (di-tert-butyldicarbonate), S(=O)([O-])[O-].[Na+].[Na+] (sodium sulfite), [OH-].[K+] (potassium hydroxide), II (iodine). The reagents and catalysts are CN(C1=CC=NC=C1)C (4-dimethylaminopyridine). Run in CN(C=O)C (dimethylformamide), CN(C=O)C (dimethylformamide), CN(C=O)C (dimethylformamide). Reaction conditions: time 2 hour. Yields the product C(C)(C)(C)OC(=O)N1C=C(C2=CC(=C(C=C12)OCC1=CC=CC=C1)OC)I (6-Benzyloxy-3-iodo-5-methoxy-indole-1-carboxylic acid tert-butyl ester). As a reaction SMILES: [CH2:1]([O:8][C:9]1[CH:17]=[C:16]2[C:12]([CH:13]=[CH:14][NH:15]2)=[CH:11][C:10]=1[O:18][CH3:19])[C:2]1[CH:7]=[CH:6][CH:5]=[CH:4][CH:3]=1.[OH-].[K+].[I:22]I.[C:24]([O:28][C:29]([O:31]C(OC(C)(C)C)=O)=O)([CH3:27])([CH3:26])[CH3:25].S([O-])([O-])=O.[Na+].[Na+]>CN(C)C=O.CN(C)C1C=CN=CC=1>[C:24]([O:28][C:29]([N:15]1[C:16]2[C:12](=[CH:11][C:10]([O:18][CH3:19])=[C:9]([O:8][CH2:1][C:2]3[CH:3]=[CH:4][CH:5]=[CH:6][CH:7]=3)[CH:17]=2)[C:13]([I:22])=[CH:14]1)=[O:31])([CH3:27])([CH3:26])[CH3:25] |f:1.2,5.6.7|. Procedure: A solution of 6-benzyloxy-5-methoxyindole (1.90 g, prepared according to procedure described by Benigni, J. D. and Minnis, R. L., J. Heterocycl. Chem. 1965, 2, 387 and Sinhababu, A. K. and Borchardt, R. T., J. Org. Chem. 1983, 48, 3347) in dry dimethylformamide (37.5 mL) was treated with ground potassium hydroxide (1.24 g) and a solution of iodine (1.96 g) in dry dimethylformamide (37.5 mL) dropwise at room temperature. The reaction mixture was stirred at room temperature for 2 hours, then treat... Starting materials: C(CCCC#C)(=O)O (5-hexynoic acid), C(CCCCCCCCCCC)C1OC1 (dodecyl oxirane), [Li]CCCC (n-BuLi), CCCCCC (hexane), ice, Cl (HCl). Solvent: CN(C)P(=O)(N(C)C)N(C)C (HMPA), O (water). Conditions: temperature 0 celsius, time 1 hour. Yields the product OC(CC#CCCCC(=O)O)CCCCCCCCCCCC (8-Hydroxy-5-eicosynoic acid). RXN SMILES: [C:1]([OH:8])(=[O:7])[CH2:2][CH2:3][CH2:4][C:5]#[CH:6].[Li]CCCC.CCCCCC.[CH2:20]([CH:32]1[CH2:34][O:33]1)[CH2:21][CH2:22][CH2:23][CH2:24][CH2:25][CH2:26][CH2:27][CH2:28][CH2:29][CH2:30][CH3:31].Cl>O.CN(P(N(C)C)(N(C)C)=O)C>[OH:33][CH:32]([CH2:20][CH2:21][CH2:22][CH2:23][CH2:24][CH2:25][CH2:26][CH2:27][CH2:28][CH2:29][CH2:30][CH3:31])[CH2:34][C:6]#[C:5][CH2:4][CH2:3][CH2:2][C:1]([OH:8])=[O:7]. Procedure: In a dry flask under argon was placed 10.2 g of 5-hexynoic acid, the product of lb, and 100 ml of HMPA (distilled over NaH). The solution was cooled to 0° C. and a solution of n-BuLi in hexane (115 ml, 0.185 mol) was added dropwise. After stirring for 1 hr., 21.7 g (0.118 mole) of dodecyl oxirane, the product of 1 c, was added dropwise. The reaction mixture was allowed to stir at room temperature for 3 days and then poured into 150 ml of ice and water. The aqueous solution was acidified with 5% ... Reactants: CO, Cl, NC(COC(=O)c1ccccc1)COc1noc2ccc(Cl)cc12, [Na+], [OH-]. Yields the product NC(CO)COc1noc2ccc(Cl)cc12. Reaction SMILES: [CH3:28][OH:29].[ClH:3].[NH2:4][CH:5]([CH2:6][O:7][c:8]1[n:9][o:10][c:11]2[c:12]1[cH:13][c:14]([Cl:17])[cH:15][cH:16]2)[CH2:18][O:19][C:20](=[O:21])[c:22]1[cH:23][cH:24][cH:25][cH:26][cH:27]1.[Na+:2].[OH-:1]>>[NH2:4][CH:5]([CH2:6][O:7][c:8]1[n:9][o:10][c:11]2[c:12]1[cH:13][c:14]([Cl:17])[cH:15][cH:16]2)[CH2:18][OH:19]. Reactants: S(=O)(Cl)Cl (thionyl chloride), O(C1=CC=CC=C1)CCN1CC(CCC1)CO (1-(2-phenoxyethyl)piperidin-3-ylmethanol). Solvent: C(Cl)(Cl)Cl (chloroform), C(Cl)(Cl)Cl (chloroform). The product is Cl.ClCC1CN(CCC1)CCOC1=CC=CC=C1 (3-chloromethyl-1-(2-phenoxyethyl)piperidine hydrochloride). As a reaction SMILES: S(Cl)([Cl:3])=O.[O:5]([CH2:12][CH2:13][N:14]1[CH2:19][CH2:18][CH2:17][CH:16]([CH2:20]O)[CH2:15]1)[C:6]1[CH:11]=[CH:10][CH:9]=[CH:8][CH:7]=1>C(Cl)(Cl)Cl>[ClH:3].[Cl:3][CH2:20][CH:16]1[CH2:17][CH2:18][CH2:19][N:14]([CH2:13][CH2:12][O:5][C:6]2[CH:11]=[CH:10][CH:9]=[CH:8][CH:7]=2)[CH2:15]1 |f:3.4|. Procedure details: A solution of thionyl chloride (1.7 ml) in chloroform (10 ml) was added dropwise with stirring to a solution of 1-(2-phenoxyethyl)piperidin-3-ylmethanol (5.0 g) in chloroform (70 ml) at 0°-5° C. After the addition the mixture was boiled under reflux for 2.5 hours. The solvent was removed under reduced pressure and the residue was triturated with ether and filtered to give 3-chloromethyl-1-(2-phenoxyethyl)piperidine hydrochloride, m.p. 125°-127° C. Starting materials: ClCCl, I, CC(=O)CCCn1c(NC2CCN(C(=O)OC(C)(C)C)CC2)nc2ccccc21, O. Yields the product I, CC(=O)CCCn1c(NC2CCNCC2)nc2ccccc21. As a reaction SMILES: [Cl:30][CH2:31][Cl:32].[IH:33].[O:1]=[C:2]([CH2:3][CH2:4][CH2:5][n:6]1[c:7]([NH:15][CH:16]2[CH2:17][CH2:18][N:19]([C:22]([O:23][C:24]([CH3:25])([CH3:26])[CH3:27])=[O:28])[CH2:20][CH2:21]2)[n:8][c:9]2[c:10]1[cH:11][cH:12][cH:13][cH:14]2)[CH3:29].[OH2:34]>>[IH:33].[O:1]=[C:2]([CH2:3][CH2:4][CH2:5][n:6]1[c:7]([NH:15][CH:16]2[CH2:17][CH2:18][NH:19][CH2:20][CH2:21]2)[n:8][c:9]2[c:10]1[cH:11][cH:12][cH:13][cH:14]2)[CH3:29]. Starting materials: O=CO, O, OCC1NCC(O)C(O)C1O. Product: CN1CC(O)C(O)C(O)C1CO. Reaction SMILES: [CH:1]([OH:2])=[O:3].[OH2:15].[OH:4][CH2:5][CH:6]1[NH:7][CH2:8][CH:9]([OH:14])[CH:10]([OH:13])[CH:11]1[OH:12]>>[CH3:1][N:7]1[CH:6]([CH2:5][OH:4])[CH:11]([OH:12])[CH:10]([OH:13])[CH:9]([OH:14])[CH2:8]1. The reactants are BrC=1C=CC(=C(C(=O)O)C1)NC(=S)NC(=O)OCC (5-Bromo-2-({[(ethoxycarbonyl)amino]carbonothioyl}amino)-benzoic acid). Run in C(C)(=O)OC(C)=O (acetic anhydride). Reaction conditions: temperature 60 celsius, time 4 hour. The product is BrC=1C=C2C(N(C(NC2=CC1)=S)C(=O)OCC)=O (Ethyl 6-bromo-4-oxo-2-thioxo-1,4-dihydroquinazoline-3(2H)-carboxylate). Yield: 92.4%. RXN SMILES: [Br:1][C:2]1[CH:3]=[CH:4][C:5]([NH:11][C:12]([NH:14][C:15]([O:17][CH2:18][CH3:19])=[O:16])=[S:13])=[C:6]([CH:10]=1)[C:7](O)=[O:8]>C(OC(=O)C)(=O)C>[Br:1][C:2]1[CH:10]=[C:6]2[C:5](=[CH:4][CH:3]=1)[NH:11][C:12](=[S:13])[N:14]([C:15]([O:17][CH2:18][CH3:19])=[O:16])[C:7]2=[O:8]. Reported procedure: Compound 2a (12.3 g, 35.5 mmol) was dissolved in 150 mL of acetic anhydride and stirred at 60° C. for 4 hour. The mixture was slowly cooled to 4° C. under crystallization and the white crystals formed were filtered off, washed with cold acetic anhydride and dried under vacuum, to give 3a (10.8 g, 32.8 mmol, 93%). mp: 214.0° C.